Dataset: the Open Reaction Database (ORD), a public repository of structured organic reaction records. Task: describe an organic reaction: reactants, conditions, products, and yield The reactants are CNC(=S)N1C(SCC1)C1=C(C=CC=C1)O (N-methyl-2-(2-hydroxyphenyl)thiazolidine-3-carbothioamide), Cl.ClCCN1CCC(=CC1)C1=CC(=CC=C1)F (1-(2-chloroethyl)-4-(3-fluorophenyl)-1,2,3,6-tetrahydropyridine hydrochloride), C([O-])([O-])=O.[K+].[K+] (potassium carbonate), [I-].[Na+] (sodium iodide), Cl.ClCCN1CCC(=CC1)C1=CC(=CC=C1)F (1-(2-chloroethyl)-4-(3-fluorophenyl)-1,2,3,6-tetrahydropyridine hydrochloride). Run in CN(C=O)C (dimethylformamide). Reaction conditions: temperature 90 celsius, time 8 hour. Yields the product CNC(=S)N1C(SCC1)C1=C(C=CC=C1)OCCN1CCC(=CC1)C1=CC(=CC=C1)F (N-methyl-2-{2-[2-(4-(3-fluorophenyl)-1,2,3,6-tetrahydropyridin-1-yl)ethyloxy]phenyl}thiazolidine-3-carbothioamide). Yield: 17.1%. As a reaction SMILES: [CH3:1][NH:2][C:3]([N:5]1[CH2:9][CH2:8][S:7][CH:6]1[C:10]1[CH:15]=[CH:14][CH:13]=[CH:12][C:11]=1[OH:16])=[S:4].Cl.Cl[CH2:19][CH2:20][N:21]1[CH2:26][CH:25]=[C:24]([C:27]2[CH:32]=[CH:31][CH:30]=[C:29]([F:33])[CH:28]=2)[CH2:23][CH2:22]1.C(=O)([O-])[O-].[K+].[K+].[I-].[Na+]>CN(C)C=O>[CH3:1][NH:2][C:3]([N:5]1[CH2:9][CH2:8][S:7][CH:6]1[C:10]1[CH:15]=[CH:14][CH:13]=[CH:12][C:11]=1[O:16][CH2:19][CH2:20][N:21]1[CH2:22][CH:23]=[C:24]([C:27]2[CH:32]=[CH:31][CH:30]=[C:29]([F:33])[CH:28]=2)[CH2:25][CH2:26]1)=[S:4] |f:1.2,3.4.5,6.7|. Procedure: A mixture of 1.27 g of N-methyl-2-(2-hydroxyphenyl)thiazolidine-3-carbothioamide, 1.38 g of 1-(2-chloroethyl)-4-(3-fluorophenyl)-1,2,3,6-tetrahydropyridine hydrochloride, 1.50 g of potassium carbonate, 0.75 g sodium iodide and 25 ml of dimethylformamide is stirred at 90° C. for 8 hours. 0.7 g of 1-(2-chloroethyl)-4-(3-fluorophenyl)-1,2,3,6-tetrahydropyridine hydrochloride is added to the reaction mixture, and the mixture is further stirred at the same temperature for 15 hours. The mixture is eva... Starting materials: ice water, CN1CC(CC2C1CC3=CNC4=CC=CC2=C34)C(=O)O (9,10-dihydrolysergic acid), [OH-].[K+] (potassium hydroxide), C1(=CC=C(C=C1)S(=O)(=O)OC(C)C)C (p-toluenesulfonic acid, 1-methylethyl ester). Solvent: CS(=O)C (DMSO). Reaction conditions: time 15 minute. Product: CC(C)N1C=C2C[C@H]3N(CC(C[C@@H]3C=3C=CC=C1C32)C(=O)O)C (1-(1-methylethyl)-6-methylergoline-8-carboxylic acid). Isolated yield 80.7%. As a reaction SMILES: [CH3:1][N:2]1[CH:7]2[CH2:8][C:9]3[C:17]4[C:12](=[CH:13][CH:14]=[CH:15][C:16]=4[CH:6]2[CH2:5][CH:4]([C:18]([OH:20])=[O:19])[CH2:3]1)[NH:11][CH:10]=3.[OH-].[K+].[C:23]1(C)[CH:28]=CC(S(OC(C)C)(=O)=O)=C[CH:24]=1>CS(C)=O>[CH3:24][CH:23]([N:11]1[C:12]2[C:17]3[C:9]([CH2:8][C@@H:7]4[C@@H:6]([C:16]=3[CH:15]=[CH:14][CH:13]=2)[CH2:5][CH:4]([C:18]([OH:20])=[O:19])[CH2:3][N:2]4[CH3:1])=[CH:10]1)[CH3:28] |f:1.2|. Procedure: To a 250 ml, three-neck round bottom flask was added 15.0 g (50.8 mmol) of 92% pure 9,10-dihydrolysergic acid, 18.08 g (277.7 mmol) of 86% pure powdered potassium hydroxide and 150 ml of DMSO. The mixture was stirred for approximately 15 minutes and 14.3 g (66.8 mmol) of p-toluenesulfonic acid, 1-methylethyl ester was added dropwise to the reaction mixture over a period of about 10 minutes. The reaction mixture was stirred at room temperature for approximately 24 hours and poured into 750 ml of ... Reactants: NC1=CC=C(C(=O)O)C=C1 (p-Aminobenzoic acid). Reagents/catalysts: [Pt] (platinum). Product: NC1CCC(CC1)C(=O)O (4-aminocyclohexylcarboxylic acid). Isolated yield 67.0%. Reaction SMILES: [NH2:1][C:2]1[CH:10]=[CH:9][C:5]([C:6]([OH:8])=[O:7])=[CH:4][CH:3]=1>[Pt]>[NH2:1][CH:2]1[CH2:10][CH2:9][CH:5]([C:6]([OH:8])=[O:7])[CH2:4][CH2:3]1. Procedure: p-Aminobenzoic acid is hydrogenated in the presence of a platinum catalyst to give a yield of 67% of theory of 4-aminocyclohexylcarboxylic acid; m.p. 256°-258° C. The reaction with phosphorus trichloride/phosphorous acid takes place in the manner described in Example 1 and gives the desired compound in a yield of 32% of theory; m.p. 235°-238° C. (decomp.); Mrel =0.27. Starting materials: FC(C(CC#N)=O)(F)F (Trifluoroacetoacetonitrile), ONC(=O)N (hydroxyurea). Solvent: CO (methanol). The product is FC(C1=NOC(=C1)N)(F)F (3-Trifluoromethyl-5-aminoisoxazole). Isolated yield 11.0%. RXN SMILES: [F:1][C:2]([F:9])([F:8])[C:3](=O)[CH2:4][C:5]#[N:6].[OH:10][NH:11]C(N)=O>CO>[F:1][C:2]([F:9])([F:8])[C:3]1[CH:4]=[C:5]([NH2:6])[O:10][N:11]=1. Reported procedure: Trifluoroacetoacetonitrile (5.12 g, 0.030 mole), hydroxyurea (2.51 g, 0.033 mole) and methanol were heated under reflux for 150 hours to give the title compound (0.50 g, 11.0%). The reactants are ON=C(C1=NC=CN=C1)Cl (N-Hydroxypyrazine-2-carbimidoyl chloride), C(#C)C=1C=C(C#N)C=CC1 (3-Ethynylbenzonitrile), N (NH3). Yields the product N1=C(C=NC=C1)C1=NOC(=C1)C=1C=C(C#N)C=CC1 (3-(3-(Pyrazin-2-yl)isoxazol-5-yl)benzonitrile). RXN SMILES: [OH:1][N:2]=[C:3](Cl)[C:4]1[CH:9]=[N:8][CH:7]=[CH:6][N:5]=1.[C:11]([C:13]1[CH:14]=[C:15]([CH:18]=[CH:19][CH:20]=1)[C:16]#[N:17])#[CH:12].N>>[N:5]1[CH:6]=[CH:7][N:8]=[CH:9][C:4]=1[C:3]1[CH:12]=[C:11]([C:13]2[CH:14]=[C:15]([CH:18]=[CH:19][CH:20]=2)[C:16]#[N:17])[O:1][N:2]=1. Procedure details: The titled compound was prepared according to Method CB using the product of Example 83D (79 mg, 0.5 mmol) and the product of Example 19A (64 mg, 0.5 mmol). 1H NMR (300 MHz, MeOH-d4) δ 7.59 (s, 1H), 7.75 (t, J=8.1 Hz, 1H), 7.88 (dt, J=8.0, 1.4, 1.2 Hz, 1H), 8.21-8.30 (m, 1H), 8.31-8.37 (m, 1H), 8.71 (d, J=2.7 Hz, 1H), 8.77 (dd, J=2.5, 1.5 Hz, 1H), 9.31 (d, J=1.7 Hz, 1H) ppm; MS (DCI/NH3) m/z 249 (M+H)+.